Dataset: the Open Reaction Database (ORD), a public repository of structured organic reaction records. Task: describe an organic reaction: reactants, conditions, products, and yield Starting materials: Oc1ccc(OC(F)(F)F)cc1Br, CI, [K+], [K+], O=C([O-])[O-], CN(C)C=O. The product is COc1ccc(OC(F)(F)F)cc1Br. As a reaction SMILES: [Br:1][c:2]1[c:3]([OH:13])[cH:4][cH:5][c:6]([O:8][C:9]([F:10])([F:11])[F:12])[cH:7]1.[I:14][CH3:15].[K+:16].[K+:17].[O-:18][C:19]([O-:20])=[O:21].[O:22]=[CH:23][N:24]([CH3:25])[CH3:26]>>[Br:1][c:2]1[c:3]([O:13][CH3:19])[cH:4][cH:5][c:6]([O:8][C:9]([F:10])([F:11])[F:12])[cH:7]1. Starting materials: FC(OC1=CC=C(C=C1)O)(F)F (4-trifluoromethoxyphenol), C1=CC=C(C=C1)P(C2=CC=CC=C2)C3=CC=CC=C3 (Ph3P), CC(C)OC(=O)/N=N/C(=O)OC(C)C (DIAD), ClC=1C=2N(C=CN1)C(=C(N2)C(=O)OC)CCO (methyl 8-chloro-3-(2-hydroxyethyl)imidazo[1,2-a]pyrazine-2-carboxylate). The solvent is C1(=CC=CC=C1)C (toluene). Conditions: time 30 minute. Yields the product ClC=1C=2N(C=CN1)C(=C(N2)C(=O)OC)CCOC2=CC=C(C=C2)OC(F)(F)F (methyl 8-chloro-3-{2-[4-(trifluoromethoxy)phenoxy]ethyl}imidazo[1,2-a]pyrazine-2-carboxylate). Isolated yield 34.4%. Reaction SMILES: [Cl:1][C:2]1[C:3]2[N:4]([C:8]([CH2:15][CH2:16][OH:17])=[C:9]([C:11]([O:13][CH3:14])=[O:12])[N:10]=2)[CH:5]=[CH:6][N:7]=1.[F:18][C:19]([F:29])([F:28])[O:20][C:21]1[CH:26]=[CH:25][C:24](O)=[CH:23][CH:22]=1.C1C=CC(P(C2C=CC=CC=2)C2C=CC=CC=2)=CC=1.CC(OC(/N=N/C(OC(C)C)=O)=O)C>C1(C)C=CC=CC=1>[Cl:1][C:2]1[C:3]2[N:4]([C:8]([CH2:15][CH2:16][O:17][C:24]3[CH:23]=[CH:22][C:21]([O:20][C:19]([F:18])([F:28])[F:29])=[CH:26][CH:25]=3)=[C:9]([C:11]([O:13][CH3:14])=[O:12])[N:10]=2)[CH:5]=[CH:6][N:7]=1. Procedure details: To a suspension of methyl 8-chloro-3-(2-hydroxyethyl)imidazo[1,2-a]pyrazine-2-carboxylate (18 mg, 0.070 mmol) in toluene (1 mL) was added 4-trifluoromethoxyphenol (0.014 mL, 0.106 mmol), Ph3P (27.7 mg, 0.106 mmol), and DIAD (0.021 mL, 0.106 mmol). After 30 min, the reaction was concentrated in vacuo and then purified on silica (gradient elution, 0-100% EtOAc/hexanes) to yield the title product (10 mg). HRMS (ESI) calc (M+H)+=416.0619. found 416.0616. Reactants: CN(CCC(C#N)C=1N=C(OC1)C1=CC=C(C=C1)F)C (4-(dimethylamino)-2-(2-(4-fluorophenyl)oxazol-4-yl)butanenitrile), [BH4-].[Na+] (sodium borohydride). Reagents/catalysts: [Co](Cl)Cl (Cobalt (II) chloride). Solvent: CO (methanol). Run at time 1 hour. The product is FC1=CC=C(C=C1)C=1OC=C(N1)C(CCN(C)C)CN (3-(2-(4-fluorophenyl)oxazol-4-yl)-N1,N1-dimethylbutane-1,4-diamine). Isolated yield 44.5%. Reaction SMILES: [CH3:1][N:2]([CH3:20])[CH2:3][CH2:4][CH:5]([C:8]1[N:9]=[C:10]([C:13]2[CH:18]=[CH:17][C:16]([F:19])=[CH:15][CH:14]=2)[O:11][CH:12]=1)[C:6]#[N:7].[BH4-].[Na+]>CO.[Co](Cl)Cl>[F:19][C:16]1[CH:15]=[CH:14][C:13]([C:10]2[O:11][CH:12]=[C:8]([CH:5]([CH2:6][NH2:7])[CH2:4][CH2:3][N:2]([CH3:20])[CH3:1])[N:9]=2)=[CH:18][CH:17]=1 |f:1.2|. Procedure: Cobalt (II) chloride (380 mg, 2.9 mmol) was added to a solution of 4-(dimethylamino)-2-(2-(4-fluorophenyl)oxazol-4-yl)butanenitrile (400 mg, 1.46 mmol) in dry methanol (10 mL) at 0° C., followed by sodium borohydride (550 mg, 14.6 mmol) portionwise. The resulting mixture was stirred at room temperature for 1 h, then quenched carefully with ice water, and filtered through a Celite bed. The filtrate was concentrated under reduced pressure to afford crude 3-(2-(4-fluorophenyl)oxazol-4-yl)-N1,N1-dim...